This data is from the Open Reaction Database (ORD), a public repository of structured organic reaction records. The task is: describe an organic reaction: reactants, conditions, products, and yield Starting materials: Cl (hydrochloric acid), C1(=CC=CC=C1)C=1N=C(SC1)CN(C=1C=C(COC2=CC=C(C=C2)CCC(=O)OC)C=CC1)CCC (methyl 3-[4-({3-[[(4-phenyl-1,3-thiazol-2-yl)methyl](propyl)amino]benzyl}oxy)phenyl]propanoate), C(C)O (ethanol), [OH-].[Na+] (sodium hydroxide). The solvent is O (water), O1CCCC1 (tetrahydrofuran). Conditions: time 2 hour. Product: C1(=CC=CC=C1)C=1N=C(SC1)CN(C=1C=C(COC2=CC=C(C=C2)CCC(=O)O)C=CC1)CCC (3-[4-({3-[[(4-phenyl-1,3-thiazol-2-yl)methyl](propyl)amino]benzyl}oxy)phenyl]propanoic acid). The yield is 74.8%. As a reaction SMILES: [C:1]1([C:7]2[N:8]=[C:9]([CH2:12][N:13]([CH2:34][CH2:35][CH3:36])[C:14]3[CH:15]=[C:16]([CH:31]=[CH:32][CH:33]=3)[CH2:17][O:18][C:19]3[CH:24]=[CH:23][C:22]([CH2:25][CH2:26][C:27]([O:29]C)=[O:28])=[CH:21][CH:20]=3)[S:10][CH:11]=2)[CH:6]=[CH:5][CH:4]=[CH:3][CH:2]=1.C(O)C.[OH-].[Na+].Cl>O.O1CCCC1>[C:1]1([C:7]2[N:8]=[C:9]([CH2:12][N:13]([CH2:34][CH2:35][CH3:36])[C:14]3[CH:15]=[C:16]([CH:31]=[CH:32][CH:33]=3)[CH2:17][O:18][C:19]3[CH:20]=[CH:21][C:22]([CH2:25][CH2:26][C:27]([OH:29])=[O:28])=[CH:23][CH:24]=3)[S:10][CH:11]=2)[CH:6]=[CH:5][CH:4]=[CH:3][CH:2]=1 |f:2.3|. Reported procedure: To a mixture of methyl 3-[4-({3-[[(4-phenyl-1,3-thiazol-2-yl)methyl](propyl)amino]benzyl}oxy)phenyl]propanoate (360 mg, 0.72 mmol), ethanol (5 mL) and tetrahydrofuran (5 mL) was added 2N aqueous sodium hydroxide solution (2 mL) and the mixture was stirred at room temperature for 2 hr. The reaction mixture was diluted with water, neutralized with 1N hydrochloric acid and extracted with ethyl acetate. The organic layer was concentrated and the residue was purified by silica gel column chromatograp... Starting materials: CC(C)=O, ClCSc1ncc(Cl)cn1, [I-], [Na+]. Product: Clc1cnc(SCI)nc1. As a reaction SMILES: [CH3:13][C:14](=[O:15])[CH3:16].[Cl:3][CH2:4][S:5][c:6]1[n:7][cH:8][c:9]([Cl:12])[cH:10][n:11]1.[I-:2].[Na+:1]>>[I:2][CH2:4][S:5][c:6]1[n:7][cH:8][c:9]([Cl:12])[cH:10][n:11]1. The reactants are BrC=1C=C(C(=NC1)C1=CCC(CC1)O[Si](C)(C)C(C)(C)C)C (5-bromo-2-(4-{[tert-butyl(dimethyl)silyl]oxy}cyclohex-1-en-1-yl)-3-methylpyridine), C(C1=CC=CC=C1)(C1=CC=CC=C1)=N (benzophenonimine), CC(C)([O-])C.[Na+] (sodium tert-butoxide), Cl (hydrochloric acid). Reagents/catalysts: C(C)(=O)[O-].[Pd+2].C(C)(=O)[O-] (palladium acetate), C1(=CC=CC=C1)P(C1=C(C2=CC=CC=C2C=C1)C1=C(C=CC2=CC=CC=C12)P(C1=CC=CC=C1)C1=CC=CC=C1)C1=CC=CC=C1 ((±)-2,2′-bis(diphenylphosphino)-1,1′-binaphthyl). Solvent: C(C)OCC (diethyl ether), C1(=CC=CC=C1)C (toluene), O (water). Yields the product NC=1C=C(C(=NC1)C1=CCC(CC1)O)C (4-(5-Amino-3-methylpyridin-2-yl)cyclohex-3-en-1-ol). Isolated yield 84.4%. As a reaction SMILES: Br[C:2]1[CH:3]=[C:4]([CH3:22])[C:5]([C:8]2[CH2:13][CH2:12][CH:11]([O:14][Si](C(C)(C)C)(C)C)[CH2:10][CH:9]=2)=[N:6][CH:7]=1.C(=[NH:36])(C1C=CC=CC=1)C1C=CC=CC=1.CC(C)([O-])C.[Na+].Cl>C1(C)C=CC=CC=1.C([O-])(=O)C.[Pd+2].C([O-])(=O)C.C1(P(C2C=CC=CC=2)C2C=CC3C(=CC=CC=3)C=2C2C3C(=CC=CC=3)C=CC=2P(C2C=CC=CC=2)C2C=CC=CC=2)C=CC=CC=1.C(OCC)C.O>[NH2:36][C:2]1[CH:3]=[C:4]([CH3:22])[C:5]([C:8]2[CH2:13][CH2:12][CH:11]([OH:14])[CH2:10][CH:9]=2)=[N:6][CH:7]=1 |f:2.3,6.7.8|. Procedure: A suspension of 5-bromo-2-(4-{[tert-butyl(dimethyl)silyl]oxy}cyclohex-1-en-1-yl)-3-methylpyridine (5.59 g) of Reference Example 110(1), benzophenonimine (2.77 g), palladium acetate (41 mg), (±)-2,2′-bis(diphenylphosphino)-1,1′-binaphthyl (114 mg) and sodium tert-butoxide (2.1 g) in toluene (30 ml) was stirred under reflux for two hours. After completion of the reaction, the reaction solution was left stand, concentrated hydrochloric acid (20 ml) and water (60 ml) were added and stirred at room t... Starting materials: CN1C(CCC1)=O (N-methyl-2-pyrrolidone), ClC=1N(C2=NC(=NC(=C2N1)N1CCOCC1)C=1C=NC(=NC1)N)CC(F)(F)F (5-[8-chloro-6-morpholin-4-yl-9-(2,2,2-trifluoroethyl)-9H-purin-2-yl]pyrimidin-2-amine), CC1(NCCNC1)C (2,2-dimethylpiperazine). Run in C(Cl)Cl.CO (methylene chloride methanol). Conditions: temperature 120 celsius, time 12 hour. Yields the product CC1(CN(CCN1)C=1N(C2=NC(=NC(=C2N1)N1CCOCC1)C=1C=NC(=NC1)N)CC(F)(F)F)C (5-[8-(3,3-Dimethylpiperazin-1-yl)-6-morpholin-4-yl-9-(2,2,2-trifluoroethyl)-9H-purin-2-yl]pyrimidin-2-amine). The yield is 95.0%. Reaction SMILES: CN1CCCC1=O.Cl[C:9]1[N:10]([CH2:31][C:32]([F:35])([F:34])[F:33])[C:11]2[C:16]([N:17]=1)=[C:15]([N:18]1[CH2:23][CH2:22][O:21][CH2:20][CH2:19]1)[N:14]=[C:13]([C:24]1[CH:25]=[N:26][C:27]([NH2:30])=[N:28][CH:29]=1)[N:12]=2.[CH3:36][C:37]1([CH3:43])[CH2:42][NH:41][CH2:40][CH2:39][NH:38]1>C(Cl)Cl.CO>[CH3:36][C:37]1([CH3:43])[NH:38][CH2:39][CH2:40][N:41]([C:9]2[N:10]([CH2:31][C:32]([F:34])([F:33])[F:35])[C:11]3[C:16]([N:17]=2)=[C:15]([N:18]2[CH2:19][CH2:20][O:21][CH2:22][CH2:23]2)[N:14]=[C:13]([C:24]2[CH:25]=[N:26][C:27]([NH2:30])=[N:28][CH:29]=2)[N:12]=3)[CH2:42]1 |f:3.4|. Procedure: An N-methyl-2-pyrrolidone suspension (5.0 ml) of 5-[8-chloro-6-morpholin-4-yl-9-(2,2,2-trifluoroethyl)-9H-purin-2-yl]pyrimidin-2-amine (492.8 mg, 1.19 mmol) and 2,2-dimethylpiperazine (JMC, 1995, Vol. 38, No. 22, 4389) (571.3 mg, 4.75 mmol) was heated at 120° C. to dissolve and the resulting mixture was stirred at 100° C. for 12 hours. The resulting mixture was left standing to cool, poured into methylene chloride-methanol (10:1), and washed with saturated aqueous sodium hydrogen carbonate solut... The reactants are O (water), FC1=C2CNC(C2=CC=C1)=O (4-fluoro-2,3-dihydro-1H-isoindol-1-one), [H-].[Na+] (sodium hydride), BrCC1=CC=C(C=C1)C(C(=O)OCC)C(C(F)(F)F)C (ethyl 2-[4-(bromomethyl)phenyl]-4,4,4-trifluoro-3-methylbutanoate). Run in C(C)(=O)OCC (ethyl acetate), CN(C)C=O (DMF). Reaction conditions: time 30 minute. Product: FC(C(C(C(=O)OCC)C1=CC=C(C=C1)CN1C(C2=CC=CC(=C2C1)F)=O)C)(F)F (Ethyl 4,4,4-trifluoro-2-{4-[(4-fluoro-1-oxo-1,3-dihydro-2H-isoindol-2-yl)methyl]phenyl}-3-methylbutanoate). RXN SMILES: [F:1][C:2]1[CH:10]=[CH:9][CH:8]=[C:7]2[C:3]=1[CH2:4][NH:5][C:6]2=[O:11].[H-].[Na+].Br[CH2:15][C:16]1[CH:21]=[CH:20][C:19]([CH:22]([CH:28]([CH3:33])[C:29]([F:32])([F:31])[F:30])[C:23]([O:25][CH2:26][CH3:27])=[O:24])=[CH:18][CH:17]=1.O>CN(C=O)C.C(OCC)(=O)C>[F:30][C:29]([F:31])([F:32])[CH:28]([CH3:33])[CH:22]([C:19]1[CH:18]=[CH:17][C:16]([CH2:15][N:5]2[CH2:4][C:3]3[C:7](=[CH:8][CH:9]=[CH:10][C:2]=3[F:1])[C:6]2=[O:11])=[CH:21][CH:20]=1)[C:23]([O:25][CH2:26][CH3:27])=[O:24] |f:1.2|. Procedure details: At 0° C., 645 mg (4.27 mmol) of 4-fluoro-2,3-dihydro-1H-isoindol-1-one were added to 170.7 mg (4.27 mmol, 60% pure) of sodium hydride in 4 ml of DMF. The mixture was stirred for 30 min, and 2.11 g (5.98 mmol) of ethyl 2-[4-(bromomethyl)phenyl]-4,4,4-trifluoro-3-methylbutanoate were then added at 0° C. The reaction mixture was stirred for a further 2 h, and water and ethyl acetate were then added. The organic phase was washed with saturated sodium chloride solution and dried over magnesium sulfat... Reaction SMILES: [Br:1][c:2]1[cH:3][cH:4][c:5](-[c:8]2[cH:9][c:10]([F:22])[c:11]([O:14][CH2:15][c:16]3[cH:17][cH:18][cH:19][cH:20][cH:21]3)[cH:12][cH:13]2)[n:6][cH:7]1.[CH3:24][S:25](=[O:26])[OH:27].[CH3:31][S:32]([CH3:33])=[O:34].[CH3:39][OH:40].[Cl:35][CH:36]([Cl:37])[Cl:38].[Na+:29].[Na:23].[OH-:28].[OH2:30]>>[c:2]1([S:25]([CH3:24])(=[O:26])=[O:27])[cH:3][cH:4][c:5](-[c:8]2[cH:9][c:10]([F:22])[c:11]([O:14][CH2:15][c:16]3[cH:17][cH:18][cH:19][cH:20][cH:21]3)[cH:12][cH:13]2)[n:6][cH:7]1. Starting materials: Fc1cc(-c2ccc(Br)cn2)ccc1OCc1ccccc1, CS(=O)O, CS(C)=O, CO, ClC(Cl)Cl, [Na+], [Na], [OH-], O. Yields the product CS(=O)(=O)c1ccc(-c2ccc(OCc3ccccc3)c(F)c2)nc1. Reactants: Nc1c([N+](=O)[O-])cc(F)c(F)c1Br, CC(C)(C)ON=O, CC#N, [Cl-], Cl. Yields the product O=[N+]([O-])c1cc(F)c(F)c(Br)c1Cl. RXN SMILES: [Br:2][c:3]1[c:4]([NH2:5])[c:6]([N+:12](=[O:13])[O-:14])[cH:7][c:8]([F:11])[c:9]1[F:10].[C:15]([O:16][N:17]=[O:18])([CH3:19])([CH3:20])[CH3:21].[CH3:23][C:24]#[N:25].[Cl-:1].[ClH:22]>>[Cl:1][c:4]1[c:3]([Br:2])[c:9]([F:10])[c:8]([F:11])[cH:7][c:6]1[N+:12](=[O:13])[O-:14]. Starting materials: C([O-])(O)=O.[Na+] (sodium bicarbonate), Cl.C1(=CC=CC2=CC=CC=C12)[C@@H](C)NCC=CC1=CC(=CC=C1)C(F)(F)F (N-[(1R)-1-(naphthalen-1-yl)ethyl]-3-[3-(trifluoromethyl)phenyl]prop-2-en-1-amine hydrochloride), C(C)(=O)OCC (ethyl acetate). Run at time 1 hour. The product is C(\C=C\C(=O)O)(=O)O.C1(=CC=CC2=CC=CC=C12)[C@@H](C)NCC=CC1=CC(=CC=C1)C(F)(F)F (N-[(1R)-1-(naphthalen-1-yl)ethyl]-3-[3-(trifluoromethyl)phenyl]prop-2-en-1-amine fumarate). As a reaction SMILES: [C:1](=[O:4])([OH:3])[O-].[Na+].Cl.[C:7]1([C@H:17]([NH:19][CH2:20][CH:21]=[CH:22][C:23]2[CH:28]=[CH:27][CH:26]=[C:25]([C:29]([F:32])([F:31])[F:30])[CH:24]=2)[CH3:18])[C:16]2[C:11](=[CH:12][CH:13]=[CH:14][CH:15]=2)[CH:10]=[CH:9][CH:8]=1.[C:33]([O:36]CC)(=[O:35])[CH3:34]>>[C:33]([OH:36])(=[O:35])/[CH:34]=[CH:7]/[C:1]([OH:3])=[O:4].[C:7]1([C@H:17]([NH:19][CH2:20][CH:21]=[CH:22][C:23]2[CH:28]=[CH:27][CH:26]=[C:25]([C:29]([F:30])([F:31])[F:32])[CH:24]=2)[CH3:18])[C:16]2[C:11](=[CH:12][CH:13]=[CH:14][CH:15]=2)[CH:10]=[CH:9][CH:8]=1 |f:0.1,2.3,5.6|. Reported procedure: Aqueous solution of sodium bicarbonate (5% in water; 30 mL) was added to a solution of N-[(1R)-1-(naphthalen-1-yl)ethyl]-3-[3-(trifluoromethyl)phenyl]prop-2-en-1-amine hydrochloride (5.0 g) in ethyl acetate (30 mL) at room temperature and stirred for 1 hour. After completion of the reaction, product was extracted with ethyl acetate (50 mL). The organic layer was washed with water (30 mL), passed through hyflo bed and hyflo bed was washed with ethyl acetate (10 mL). The ethyl acetate layer was co... The reactants are Brc1ccc2c(c1)CCC2OC1CCCCO1, [Li]CCCC, CCCCCC, CN(C)C=O, CCOCC, [Cl-], [NH4+], C1CCOC1, O. Product: O=Cc1ccc2c(c1)CCC2OC1CCCCO1. Reaction SMILES: [Br:1][c:2]1[cH:3][c:4]2[c:8]([cH:9][cH:10]1)[CH:7]([O:11][CH:12]1[O:13][CH2:14][CH2:15][CH2:16][CH2:17]1)[CH2:6][CH2:5]2.[CH2:24]([Li:25])[CH2:26][CH2:27][CH3:28].[CH3:18][CH2:19][CH2:20][CH2:21][CH2:22][CH3:23].[CH3:29][N:30]([CH:31]=[O:32])[CH3:33].[CH3:41][CH2:42][O:43][CH2:44][CH3:45].[Cl-:34].[NH4+:35].[O:36]1[CH2:37][CH2:38][CH2:39][CH2:40]1.[OH2:46]>>[c:2]1([CH:31]=[O:32])[cH:3][c:4]2[c:8]([cH:9][cH:10]1)[CH:7]([O:11][CH:12]1[O:13][CH2:14][CH2:15][CH2:16][CH2:17]1)[CH2:6][CH2:5]2. The reactants are C(C1=CC=NC=C1)(=O)C1CN(CCC1=O)C(=O)OC(C)(C)C (tert-butyl 3-isonicotinoyl-4-oxopiperidine-1-carboxylate), TEA, NN (hydrazine). The solvent is C(C)O (ethanol). Conditions: time 8 hour. Yields the product N1=CC=C(C=C1)C1=NNC2=C1CN(CC2)C(=O)OC(C)(C)C (tert-butyl 3-(pyridin-4-yl)-6,7-dihydro-1H-pyrazolo[4,3-c]pyridine-5(4H)-carboxylate). Isolated yield 95.9%. Reaction SMILES: [C:1]([CH:9]1[C:14](=O)[CH2:13][CH2:12][N:11]([C:16]([O:18][C:19]([CH3:22])([CH3:21])[CH3:20])=[O:17])[CH2:10]1)(=O)[C:2]1[CH:7]=[CH:6][N:5]=[CH:4][CH:3]=1.[NH2:23][NH2:24]>C(O)C>[N:5]1[CH:6]=[CH:7][C:2]([C:1]2[C:9]3[CH2:10][N:11]([C:16]([O:18][C:19]([CH3:22])([CH3:21])[CH3:20])=[O:17])[CH2:12][CH2:13][C:14]=3[NH:24][N:23]=2)=[CH:3][CH:4]=1. Procedure details: To a mixture of tert-butyl 3-isonicotinoyl-4-oxopiperidine-1-carboxylate (7.4 g, 24.3 mmol) and TEA (10.15 ml) in ethanol was added hydrazine (3.65 ml, 73 mmol). The reaction mixture was stirred at room temperature for overnight. The solvent was removed under vacuum and DCM (50 ml) was added, followed by water (50 ml). The organic layer was collected, washed with brine and dried over sodium sulfate. Removal of solvent gave the desired product (7 g). LC-MS found 301.2 (M+H)